Dataset: the Open Reaction Database (ORD), a public repository of structured organic reaction records. Task: describe an organic reaction: reactants, conditions, products, and yield The reactants are BrCCCCC(=O)OCC (Ethyl 5-bromopentanoate), C([O-])(O)=O.[Na+] (sodium bicarbonate), [N+]1(=CC=CC=C1)[O-] (pyridine N-oxide). Solvent: C1(=CC=CC=C1)C (toluene). Run at time 9 hour. Product: O=CCCCC(=O)OCC (ethyl 5-oxopentanoate). Isolated yield 48.7%. As a reaction SMILES: Br[CH2:2][CH2:3][CH2:4][CH2:5][C:6]([O:8][CH2:9][CH3:10])=[O:7].C(=O)(O)[O-:12].[Na+].[N+]1([O-])C=CC=CC=1>C1(C)C=CC=CC=1>[O:12]=[CH:2][CH2:3][CH2:4][CH2:5][C:6]([O:8][CH2:9][CH3:10])=[O:7] |f:1.2|. Reported procedure: Ethyl 5-bromopentanoate (42 g), sodium bicarbonate (34 g) and pyridine N-oxide (38 g) in toluene (250 ml) are heated together under reflux in an atmosphere of nitrogen with vigorous stirring for 9 hours. After cooling, the product is partitioned with water (400 ml). The toluene layer is separated and the aqueous layer is extracted with a further amount of toluene (100 ml). The combined toluene extracts are dried over magnesium sulphate and the toluene removed by fractional distillation. The resi... Reactants: N1([C@@H](CCC1=O)C(=O)N[C@@H](COC(C)(C)C)C(=O)N1[C@H](C(=O)N)CCC1)C(=O)OCC1=CC=CC=C1 (Z-Glp-Ser(tBu)-Pro-NH2). The reagents and catalysts are [Pd] (palladium-on-carbon). The solvent is CO (methanol). Product: N1[C@@H](CCC1=O)C(=O)N[C@@H](COC(C)(C)C)C(=O)N1[C@H](C(=O)N)CCC1 (Glp-Ser(tBu)-Pro-NH2). Isolated yield 84.8%. Reaction SMILES: [N:1]1(C(OCC2C=CC=CC=2)=O)[C:5](=[O:6])[CH2:4][CH2:3][C@H:2]1[C:7]([NH:9][C@H:10]([C:17]([N:19]1[CH2:26][CH2:25][CH2:24][C@H:20]1[C:21]([NH2:23])=[O:22])=[O:18])[CH2:11][O:12][C:13]([CH3:16])([CH3:15])[CH3:14])=[O:8]>CO.[Pd]>[NH:1]1[C:5](=[O:6])[CH2:4][CH2:3][C@H:2]1[C:7]([NH:9][C@H:10]([C:17]([N:19]1[CH2:26][CH2:25][CH2:24][C@H:20]1[C:21]([NH2:23])=[O:22])=[O:18])[CH2:11][O:12][C:13]([CH3:16])([CH3:14])[CH3:15])=[O:8]. Reported procedure: 4.02 g (8 mmoles) of Z-Glp-Ser(tBu)-Pro-NH2 are dissolved in 160 ml of methanol, 0.8 g of a 10% palladium-on-carbon catalyst are added, and hydrogen is bubbled through the mixture for 30 minutes. The catalyst is filtered off, the filtrate is evaporated, and the residue is covered with ether and allowed to crystallize. The crystals are filtered off to obtain 2.50 g (85%) of Glp-Ser(tBu)-Pro-NH2 ; m.p.: 186°-187° C., Rf4 =0.45, [α]D25 =-60.8° (c=1%, in acetic acid). Amino acid analysis: Glu: 1.03 ... Reactants: IC1=CC2=C(N(C(N2)=O)CCN2CCCC2)C=C1 (5-iodo-1-(2-pyrrolidin-1-yl-ethyl)-1,3-dihydro-benzimidazol-2-one), ClC1=CC=C(C=C1)C=1C=CC(=NC1)C#C (5-(4-chloro-phenyl)-2-ethynyl-pyridine). The product is ClC1=CC=C(C=C1)C=1C=CC(=NC1)C#CC1=CC2=C(N(C(N2)=O)CCN2CCCC2)C=C1 (5-[5-(4-chloro-phenyl)-pyridin-2-ylethynyl]-1-(2-pyrrolidin-1-yl-ethyl)-1,3-dihydro-benzimidazol-2-one). RXN SMILES: I[C:2]1[CH:18]=[CH:17][C:5]2[N:6]([CH2:10][CH2:11][N:12]3[CH2:16][CH2:15][CH2:14][CH2:13]3)[C:7](=[O:9])[NH:8][C:4]=2[CH:3]=1.[Cl:19][C:20]1[CH:25]=[CH:24][C:23]([C:26]2[CH:27]=[CH:28][C:29]([C:32]#[CH:33])=[N:30][CH:31]=2)=[CH:22][CH:21]=1>>[Cl:19][C:20]1[CH:21]=[CH:22][C:23]([C:26]2[CH:27]=[CH:28][C:29]([C:32]#[C:33][C:2]3[CH:18]=[CH:17][C:5]4[N:6]([CH2:10][CH2:11][N:12]5[CH2:16][CH2:15][CH2:14][CH2:13]5)[C:7](=[O:9])[NH:8][C:4]=4[CH:3]=3)=[N:30][CH:31]=2)=[CH:24][CH:25]=1. Procedure: Prepared according to general working method II from 5-iodo-1-(2-pyrrolidin-1-yl-ethyl)-1,3-dihydro-benzimidazol-2-one (140 mg, 0.39 mmol) and 5-(4-chloro-phenyl)-2-ethynyl-pyridine (83 mg, 0.39 mmol). The reactants are Br, CCC(C)C(C(=O)O)c1ccccc1, COCCn1c(=N)sc2ccccc21. Yields the product CCC(C)C(C(=O)N=c1sc2ccccc2n1CCOC)c1ccccc1. RXN SMILES: [BrH:1].[CH3:16][CH:17]([CH:18]([C:19](=[O:20])[OH:21])[c:22]1[cH:23][cH:24][cH:25][cH:26][cH:27]1)[CH2:28][CH3:29].[CH3:2][O:3][CH2:4][CH2:5][n:6]1[c:7](=[NH:15])[s:8][c:9]2[c:10]1[cH:11][cH:12][cH:13][cH:14]2>>[CH3:2][O:3][CH2:4][CH2:5][n:6]1[c:7](=[N:15][C:19]([CH:18]([CH:17]([CH3:16])[CH2:28][CH3:29])[c:22]2[cH:23][cH:24][cH:25][cH:26][cH:27]2)=[O:20])[s:8][c:9]2[c:10]1[cH:11][cH:12][cH:13][cH:14]2. Reactants: CS(C)=O, O=[N+]([O-])c1ccc(-c2nc(C(O)CCCC3CCN(Cc4ccccc4)CC3)no2)cc1. Yields the product O=C(CCCC1CCN(Cc2ccccc2)CC1)c1noc(-c2ccc([N+](=O)[O-])cc2)n1. Reaction SMILES: [CH3:33][S:34](=[O:35])[CH3:36].[OH:1][CH:2]([CH2:3][CH2:4][CH2:5][CH:6]1[CH2:7][CH2:8][N:9]([CH2:12][c:13]2[cH:14][cH:15][cH:16][cH:17][cH:18]2)[CH2:10][CH2:11]1)[c:19]1[n:20][o:21][c:22](-[c:24]2[cH:25][cH:26][c:27]([N+:30](=[O:31])[O-:32])[cH:28][cH:29]2)[n:23]1>>[O:1]=[C:2]([CH2:3][CH2:4][CH2:5][CH:6]1[CH2:7][CH2:8][N:9]([CH2:12][c:13]2[cH:14][cH:15][cH:16][cH:17][cH:18]2)[CH2:10][CH2:11]1)[c:19]1[n:20][o:21][c:22](-[c:24]2[cH:25][cH:26][c:27]([N+:30](=[O:31])[O-:32])[cH:28][cH:29]2)[n:23]1. Starting materials: C(C)C=1NC(OC1)=S (4-ethyl-2-thiono-4-oxazoline), C(C)N1C(C=2C(C1=O)=CC=CC2)=S (N-ethylthiophthalimide). Yields the product C(C)C=1N=C(OC1)SSCC ((4-ethyl-2-oxazolyl)ethyl-disulphide). As a reaction SMILES: [CH2:1]([C:3]1[NH:4][C:5](=[S:8])[O:6][CH:7]=1)[CH3:2].C(N1C(=O)C2=CC=CC=[C:13]2[C:12]1=[S:21])C>>[CH2:1]([C:3]1[N:4]=[C:5]([S:8][S:21][CH2:12][CH3:13])[O:6][CH:7]=1)[CH3:2]. Procedure: Starting from 4-ethyl-2-thiono-4-oxazoline and N-ethylthiophthalimide there is obtained (4-ethyl-2-oxazolyl)ethyl-disulphide. nD20 = 1.5549. IR (liq.): bands inter alia at 3000, 2970, 1590, 1485, 1250, 1135, 1080, 950, 760 cm-1. Starting materials: C1CCCCC12NC1(CCCCC1)NC2=O (7,14-diazadispiro[5.1.5.2]pentadecan-15-one), C1(CCCCC1)N=C=O (cyclohexyl isocyanate), N12CCN(CC1)CC2 (1,4-diazabicyclo[2.2.2]octane). Solvent: C1=CC=CC=C1 (benzene). Yields the product C1(CCCCC1)NC(=O)N1C2(NC3(CCCCC3)C1=O)CCCCC2 (14-cyclohexylcarbamoyl-7,14-diazadispiro[5.1.5.2]pentadecan-15-one). RXN SMILES: [CH2:1]1[C:6]2([C:15](=[O:16])[NH:14][C:8]3([CH2:13][CH2:12][CH2:11][CH2:10][CH2:9]3)[NH:7]2)[CH2:5][CH2:4][CH2:3][CH2:2]1.[CH:17]1([N:23]=[C:24]=[O:25])[CH2:22][CH2:21][CH2:20][CH2:19][CH2:18]1.N12CCN(CC1)CC2>C1C=CC=CC=1>[CH:17]1([NH:23][C:24]([N:14]2[C:15](=[O:16])[C:6]3([CH2:1][CH2:2][CH2:3][CH2:4][CH2:5]3)[NH:7][C:8]32[CH2:13][CH2:12][CH2:11][CH2:10][CH2:9]3)=[O:25])[CH2:22][CH2:21][CH2:20][CH2:19][CH2:18]1. Reported procedure: 11.1 Parts of 7,14-diazadispiro[5.1.5.2]pentadecan-15-one, 6.88 parts of cyclohexyl isocyanate and a trace of 1,4-diazabicyclo[2.2.2]octane in 150 parts of dry benzene were heated at reflux for 30 hours, cooled and filtered to remove N,N'-dicyclohexyl urea. The benzene filtrate was evaporated to dryness and the residue crystallised from petroleum ether of boiling range 80°-100°C to give 2.60 parts of 14-cyclohexylcarbamoyl-7,14-diazadispiro[5.1.5.2]pentadecan-15-one having a melting point of 106...